This data is from the Open Reaction Database (ORD), a public repository of structured organic reaction records. The task is: describe an organic reaction: reactants, conditions, products, and yield Starting materials: C1CCOC1, N#Cc1cccc(F)c1F, [H-], [Na+], OCc1ccccc1. Product: N#Cc1cccc(F)c1OCc1ccccc1. RXN SMILES: [CH2:21]1[O:22][CH2:23][CH2:24][CH2:25]1.[F:11][c:12]1[c:13]([C:14]#[N:15])[cH:16][cH:17][cH:18][c:19]1[F:20].[H-:9].[Na+:10].[OH:1][CH2:2][c:3]1[cH:4][cH:5][cH:6][cH:7][cH:8]1>>[O:1]([CH2:2][c:3]1[cH:4][cH:5][cH:6][cH:7][cH:8]1)[c:12]1[c:13]([C:14]#[N:15])[cH:16][cH:17][cH:18][c:19]1[F:20]. Reactants: [BH3-]C#N, Cc1cccc(C)c1-c1ccc(O[Si](C)(C)C(C)(C)C)c(COc2ccc(C=NO)cc2)c1, Cl, [Na+], C1COCCO1. Yields the product Cc1cccc(C)c1-c1ccc(O[Si](C)(C)C(C)(C)C)c(COc2ccc(CNO)cc2)c1. Reaction SMILES: [C:1]([BH3-:2])#[N:3].[C:5]([CH3:6])([CH3:7])([CH3:8])[Si:9]([O:10][c:11]1[c:12]([CH2:25][O:26][c:27]2[cH:28][cH:29][c:30]([CH:31]=[N:32][OH:33])[cH:34][cH:35]2)[cH:13][c:14](-[c:17]2[c:18]([CH3:24])[cH:19][cH:20][cH:21][c:22]2[CH3:23])[cH:15][cH:16]1)([CH3:36])[CH3:37].[ClH:44].[Na+:4].[O:38]1[CH2:39][CH2:40][O:41][CH2:42][CH2:43]1>>[C:5]([CH3:6])([CH3:7])([CH3:8])[Si:9]([O:10][c:11]1[c:12]([CH2:25][O:26][c:27]2[cH:28][cH:29][c:30]([CH2:31][NH:32][OH:33])[cH:34][cH:35]2)[cH:13][c:14](-[c:17]2[c:18]([CH3:24])[cH:19][cH:20][cH:21][c:22]2[CH3:23])[cH:15][cH:16]1)([CH3:36])[CH3:37].